Dataset: the Open Reaction Database (ORD), a public repository of structured organic reaction records. Task: describe an organic reaction: reactants, conditions, products, and yield The reactants are NCC1OCCCC1 (2-aminomethyltetrahydropyran), [N+](=O)([O-])C1=CC(=C(C=C1C=O)OC)OC (6-nitroveratraldehyde). Run in C(C)O (ethanol), C(C)O (ethanol). Yields the product [N+](=O)([O-])C1=CC(=C(C=C1C=C1C(OCCC1)CN)OC)OC (6-Nitroveratrylidene-2-aminomethyltetrahydropyran). As a reaction SMILES: [NH2:1][CH2:2][CH:3]1[CH2:8][CH2:7][CH2:6][CH2:5][O:4]1.[N+:9]([C:12]1[C:17]([CH:18]=O)=[CH:16][C:15]([O:20][CH3:21])=[C:14]([O:22][CH3:23])[CH:13]=1)([O-:11])=[O:10]>C(O)C>[N+:9]([C:12]1[C:17]([CH:18]=[C:8]2[CH2:7][CH2:6][CH2:5][O:4][CH:3]2[CH2:2][NH2:1])=[CH:16][C:15]([O:20][CH3:21])=[C:14]([O:22][CH3:23])[CH:13]=1)([O-:11])=[O:10]. Reported procedure: A solution of 2-aminomethyltetrahydropyran (51 g, 0.44 mole) and ethanol (50 ml) was slowly added to a heated suspension of 6-nitroveratraldehyde (84 g, 0.4 mole) and ethanol (600 ml). The resulting solution was refluxed for 1.5 hrs and cooled overnight. The solution was concentrated to dryness and the oil was disolved in chloroform and washed with water. The chloroform extract was concentrated leaving a dark oil which crystallized upon standing. The solid was suspended in hexane and filtered (1... Procedure details: As described for example 34b, 5-[3-(4-fluoro-phenyl)-5-hydroxymethyl-isoxazol-4-ylmethoxy]-pyridine-2-carboxylic acid (100 mg, 0.29 mmol) was converted, using 1-aminopyrrolidine hydrochloride instead of S-(+)-1-amino-2-propanol, to the title compound (31 mg, 23%), which was obtained as a white solid. MS: m/e=413.2 [M+H]+. The yield is 23.0%. As a reaction SMILES: [F:1][C:2]1[CH:7]=[CH:6][C:5]([C:8]2[C:12]([CH2:13][O:14][C:15]3[CH:16]=[CH:17][C:18]([C:21]([OH:23])=O)=[N:19][CH:20]=3)=[C:11]([CH2:24][OH:25])[O:10][N:9]=2)=[CH:4][CH:3]=1.Cl.[NH2:27][N:28]1[CH2:32][CH2:31][CH2:30][CH2:29]1>>[N:28]1([NH:27][C:21]([C:18]2[CH:17]=[CH:16][C:15]([O:14][CH2:13][C:12]3[C:8]([C:5]4[CH:4]=[CH:3][C:2]([F:1])=[CH:7][CH:6]=4)=[N:9][O:10][C:11]=3[CH2:24][OH:25])=[CH:20][N:19]=2)=[O:23])[CH2:32][CH2:31][CH2:30][CH2:29]1 |f:1.2|. The reactants are FC1=CC=C(C=C1)C1=NOC(=C1COC=1C=CC(=NC1)C(=O)O)CO (5-[3-(4-fluoro-phenyl)-5-hydroxymethyl-isoxazol-4-ylmethoxy]-pyridine-2-carboxylic acid), Cl.NN1CCCC1 (1-aminopyrrolidine hydrochloride). The product is N1(CCCC1)NC(=O)C1=NC=C(C=C1)OCC=1C(=NOC1CO)C1=CC=C(C=C1)F (5-[3-(4-Fluoro-phenyl)-5-hydroxymethyl-isoxazol-4-ylmethoxy]-pyridine-2-carboxylic acid pyrrolidin-1-ylamide). Reactants: C=1C=C(C=CC1C)C(C)(C)C. Reagents/catalysts: N=1C=CC=CC1N2B(NC=3C=CC=CC32)B4NC=5C=CC=CC5N4C6=NC=CC=C6, O1B(OC(C)(C)C1(C)C)B2OC(C)(C)C(O2)(C)C, C[OH2+].C[OH2+].C1CC=CCCC=C1.C1CC=CCCC=C1.[Ir].[Ir]. Solvent: O(C)C1CCCC1. Run at temperature 125 celsius, time 16 hour. Product: O1B(OC(C)(C)C1(C)C)C2=CC(=CC=C2C)C(C)(C)C. Isolated yield 44.0%. Procedure: The general procedure A was followed using 1-(tert-butyl)-4-chlorobenzene (84.2 ul, 0.5 mmol) and B2pin2 (126.9 mg, 0.5 mmol, 1.0 eq.) as starting material. The resulting mixture was allowed to stir 16 hours at 125 oC. The 1H NMR conversion was 46%. 5ad was obtained as white solid (60.1 mg, 44%) after purification by silica gel flash chromatography (EtOAc/PE=1:40 v/v). m.p.: 70-72 oC. Starting materials: ClC=1C=CC(=C(C1)C1=CC(N(C=C1OC)C(C(=O)O)CC)=O)C#N (2-[4-(5-chloro-2-cyanophenyl)-5-methoxy-2-oxopyridin-1(2H)-yl]butanoic acid), NC=1C=CC2=C(NC(=N2)C(=O)OCC)C1 (ethyl 6-amino-1H-benzimidazole-2-carboxylate). Yields the product ClC=1C=CC(=C(C1)C1=CC(N(C=C1OC)C(C(=O)NC=1C=CC2=C(NC(=N2)C(=O)OCC)C1)CC)=O)C#N (Ethyl 6-({2-[4-(5-chloro-2-cyanophenyl)-5-methoxy-2-oxopyridin-1(2H)-yl]butanoyl}amino)-1H-benzimidazole-2-carboxylate). Reaction SMILES: [Cl:1][C:2]1[CH:3]=[CH:4][C:5]([C:23]#[N:24])=[C:6]([C:8]2[C:13]([O:14][CH3:15])=[CH:12][N:11]([CH:16]([CH2:20][CH3:21])[C:17]([OH:19])=O)[C:10](=[O:22])[CH:9]=2)[CH:7]=1.[NH2:25][C:26]1[CH:27]=[CH:28][C:29]2[N:33]=[C:32]([C:34]([O:36][CH2:37][CH3:38])=[O:35])[NH:31][C:30]=2[CH:39]=1>>[Cl:1][C:2]1[CH:3]=[CH:4][C:5]([C:23]#[N:24])=[C:6]([C:8]2[C:13]([O:14][CH3:15])=[CH:12][N:11]([CH:16]([CH2:20][CH3:21])[C:17]([NH:25][C:26]3[CH:27]=[CH:28][C:29]4[N:33]=[C:32]([C:34]([O:36][CH2:37][CH3:38])=[O:35])[NH:31][C:30]=4[CH:39]=3)=[O:19])[C:10](=[O:22])[CH:9]=2)[CH:7]=1. Reported procedure: 87 mg (0.25 mmol) of 2-[4-(5-chloro-2-cyanophenyl)-5-methoxy-2-oxopyridin-1(2H)-yl]butanoic acid (racemate) and 56 mg (0.28 mmol, 1.1 eq.) of ethyl 6-amino-1H-benzimidazole-2-carboxylate were reacted according to General Method 5A. The crude product was purified by preparative HPLC (Reprosil C18, acetonitrile/water+0.1% formic acid gradient). Yield: 86 mg (64% of theory) The reactants are [Cl-].[Li+] (lithium chloride), [BH4-].[Na+] (sodium borohydride), Cl (HCl), COC([C@@H](CC1=CC=C(C=C1)OC1=CC=C(C=C1)OC1=CC=CC=C1)NC(=O)OC(C)(C)C)=O ((R)-2-tert-Butoxycarbonylamino-3-[4-(4-phenoxy-phenoxy)-phenyl]-propionic acid methyl ester). Run in C(C)O.O1CCCC1 (ethanol tetrahydrofuran), C(C)O.O1CCCC1 (ethanol tetrahydrofuran). Product: C(C)(C)(C)OC(N[C@H](CC1=CC=C(C=C1)OC1=CC=C(C=C1)OC1=CC=CC=C1)CO)=O ({(R)-1-Hydroxymethyl-2-[4-(4-phenoxy-phenoxy)-phenyl]-ethyl}-carbamic acid tert-butyl ester). Isolated yield 70.9%. As a reaction SMILES: C[O:2][C:3](=O)[C@H:4]([NH:26][C:27]([O:29][C:30]([CH3:33])([CH3:32])[CH3:31])=[O:28])[CH2:5][C:6]1[CH:11]=[CH:10][C:9]([O:12][C:13]2[CH:18]=[CH:17][C:16]([O:19][C:20]3[CH:25]=[CH:24][CH:23]=[CH:22][CH:21]=3)=[CH:15][CH:14]=2)=[CH:8][CH:7]=1.[Cl-].[Li+].[BH4-].[Na+].Cl>C(O)C.O1CCCC1>[C:30]([O:29][C:27](=[O:28])[NH:26][C@@H:4]([CH2:3][OH:2])[CH2:5][C:6]1[CH:11]=[CH:10][C:9]([O:12][C:13]2[CH:18]=[CH:17][C:16]([O:19][C:20]3[CH:21]=[CH:22][CH:23]=[CH:24][CH:25]=3)=[CH:15][CH:14]=2)=[CH:8][CH:7]=1)([CH3:31])([CH3:33])[CH3:32] |f:1.2,3.4,6.7|. Procedure details: To a solution of ethanol/tetrahydrofuran (50/50) (2.16 mL), (R)-2-tert-Butoxycarbonylamino-3-[4-(4-phenoxy-phenoxy)-phenyl]-propionic acid methyl ester (0.125 g, 0.324 mmol) was added. Then lithium chloride (0.046 g, 1.296 mmol) and sodium borohydride (0.041 g, 1.296 mmol) dissolved in ethanol/tetrahydrofuran (50/50) (2.16 mL) were added to the reaction mixture. The resulting mixture was stirred starting at 0° C. and warming to room temperature over 18 hours. Reaction was stopped with 1N HCl (1.... Reactants: C(C)(C)C1=C2CCC(OC2=CC(=C1O)C(C)C)(C(=O)O)C ((±)-5,7-diisopropyl-6-hydroxy-2-methylchroman-2-carboxylic acid), C(=O)(N1C=NC=C1)N1C=NC=C1 (1,1'-carbonyldiimidazol), O[C@H]1C(N(C2=C(S[C@H]1C1=CC=C(C=C1)OC)C1=CC=CC=C1C=C2)CCN(C)C)=O ((±)-cis-2,3-dihydro-3-hydroxy-2-(4-methoxyphenyl)-5-[2-(dimethylamino)ethyl]naphtho[1,2-b][1,4]thiazepin-4(5H)-one). Reagents/catalysts: CN(C1=CC=NC=C1)C (4-dimethylaminopyridine). Solvent: O1CCCC1 (tetrahydrofuran). Reaction conditions: time 30 minute. Product: OC=1C(=CC2=C(CCC(O2)(C)C(=O)OC2C(N(C3=C(SC2C2=CC=C(C=C2)OC)C2=CC=CC=C2C=C3)CCN(C)C)=O)C1C(C)C)C(C)C (2,3-Dihydro-3-[[[3,4-dihydro-6-hydroxy-2-methyl-5,7-bis(1-methylethyl)-2H-1-benzopyran-2-yl]carbonyl]oxy]-5-[2-(dimethylamino)ethyl]-2-(4-methoxyphenyl)naphtho[1,2-b][1,4]thiazepin-4(5H)-one). As a reaction SMILES: [CH:1]([C:4]1[C:13]([OH:14])=[C:12]([CH:15]([CH3:17])[CH3:16])[CH:11]=[C:10]2[C:5]=1[CH2:6][CH2:7][C:8]([CH3:21])([C:18]([OH:20])=[O:19])[O:9]2)([CH3:3])[CH3:2].C(N1C=CN=C1)(N1C=CN=C1)=O.O[C@@H:35]1[C@H:41]([C:42]2[CH:47]=[CH:46][C:45]([O:48][CH3:49])=[CH:44][CH:43]=2)[S:40][C:39]2[C:50]3[C:55]([CH:56]=[CH:57][C:38]=2[N:37]([CH2:58][CH2:59][N:60]([CH3:62])[CH3:61])[C:36]1=[O:63])=[CH:54][CH:53]=[CH:52][CH:51]=3>O1CCCC1.CN(C)C1C=CN=CC=1>[OH:14][C:13]1[C:12]([CH:15]([CH3:16])[CH3:17])=[CH:11][C:10]2[O:9][C:8]([C:18]([O:20][CH:35]3[CH:41]([C:42]4[CH:47]=[CH:46][C:45]([O:48][CH3:49])=[CH:44][CH:43]=4)[S:40][C:39]4[C:50]5[C:55]([CH:56]=[CH:57][C:38]=4[N:37]([CH2:58][CH2:59][N:60]([CH3:62])[CH3:61])[C:36]3=[O:63])=[CH:54][CH:53]=[CH:52][CH:51]=5)=[O:19])([CH3:21])[CH2:7][CH2:6][C:5]=2[C:4]=1[CH:1]([CH3:2])[CH3:3]. Procedure details: To a solution of 1.4 g (0.0048 mol) of (±)-5,7-diisopropyl-6-hydroxy-2-methylchroman-2-carboxylic acid in 25 ml dry tetrahydrofuran was added 0.09 g (0.0055 mol) of 1,1'-carbonyldiimidazol. After stirring at room temperature for 30 minutes, 2.0 g (0.0047 mol) (±)-cis-2,3-dihydro-3-hydroxy-2-(4-methoxyphenyl)-5-[2-(dimethylamino)ethyl]naphtho[1,2-b][1,4]thiazepin-4(5H)-one and 20 mg of 4-dimethylaminopyridine were added. The reaction mixture was stirred at room temperature for 17 hours, concentra... The reactants are NC1=CC=C(C(=O)C2=CC=CC=C2)C=C1 (4-aminobenzophenone), KNO2, C(=O)([O-])[O-].[K+].[K+] (K2CO3), I (HI). The solvent is CS(=O)C (DMSO), CCOCC (ether), ice water, CS(=O)C (DMSO). Run at temperature 35 celsius, time 10 minute. Product: IC1=CC=C(C(=O)C2=CC=CC=C2)C=C1 (4-iodobenzophenone). As a reaction SMILES: [IH:1].N[C:3]1[CH:16]=[CH:15][C:6]([C:7]([C:9]2[CH:14]=[CH:13][CH:12]=[CH:11][CH:10]=2)=[O:8])=[CH:5][CH:4]=1.C([O-])([O-])=O.[K+].[K+]>CS(C)=O.CCOCC>[I:1][C:3]1[CH:16]=[CH:15][C:6]([C:7]([C:9]2[CH:14]=[CH:13][CH:12]=[CH:11][CH:10]=2)=[O:8])=[CH:5][CH:4]=1 |f:2.3.4|. Reported procedure: A solution of 57% aqueous HI (3.29 ml, 25 mmol) dissolved in DMSO (25 ml) was added dropwise to a solution of 4-aminobenzophenone (0.986 g, 5 mmol) in a mixture of 25 ml of DMSO and KNO2 (0.851 g, 10 mmol) at 35° C. with agitation. The added mixture was stirred at 35° C. for 10 minutes and then was transferred to a solution containing K2CO3 (5 g) in 100 ml ice-water. The reaction mixture was then taken up in ether, and then the ethereal extracts were washed with water and dried over anhydrous ma... The reactants are ClC=1N=C(C2=C(N1)C(=CS2)C)NCC#C (2-chloro-7-methyl-4-(2-propynylamino)thieno[3,2-d]pyrimidine), C(C=C)N (allylamine), C(O)([O-])=O.[Na+] (sodium hydrogen carbonate). Product: C(C=C)NC=1N=C(C2=C(N1)C(=CS2)C)NCC#C (2-Allylamino-7-methyl-4-(2-propynylamino)thieno[3,2-d]pyrimidine). Isolated yield 54.2%. RXN SMILES: Cl[C:2]1[N:3]=[C:4]([NH:12][CH2:13][C:14]#[CH:15])[C:5]2[S:10][CH:9]=[C:8]([CH3:11])[C:6]=2[N:7]=1.[CH2:16]([NH2:19])[CH:17]=[CH2:18].C(=O)([O-])O.[Na+]>>[CH2:16]([NH:19][C:2]1[N:3]=[C:4]([NH:12][CH2:13][C:14]#[CH:15])[C:5]2[S:10][CH:9]=[C:8]([CH3:11])[C:6]=2[N:7]=1)[CH:17]=[CH2:18] |f:2.3|. Procedure: 285 mg (1.2 mmol) of 2-chloro-7-methyl-4-(2-propynylamino)thieno[3,2-d]pyrimidine and 1.14 mg (19.2 mmol) of allylamine were heated in a sealed tube at 160° C. for 16 hours. After completion of the reaction, the reaction mixture was allowed to resume room temperature, followed by adding a saturated aqueous sodium hydrogen carbonate solution thereto and extraction with ethyl acetate (50 ml×2). After the organic layer was washed with brine and dried over anhydrous sodium sulfate, the solvent was d... Reactants: II (I2), COC1=CC=C(OC=2C3=C(SC2)C=CC=C3)C=C1 (3-(4-methoxyphenoxy)benzo[b]thiophene), [Li]CCCC (n-BuLi), hexanes. Run in C1CCOC1 (THF), C1CCOC1 (THF). Yields the product COC1=CC=C(C=C1)OC=1C2=C(SC1I)C=CC=C2 (2-Iodobenzo[b]thiophen-3-yl 4-Methoxyphenyl Ether). As a reaction SMILES: [CH3:1][O:2][C:3]1[CH:18]=[CH:17][C:6]([O:7][C:8]2[C:9]3[CH:16]=[CH:15][CH:14]=[CH:13][C:10]=3[S:11][CH:12]=2)=[CH:5][CH:4]=1.[Li]CCCC.[I:24]I>C1COCC1>[CH3:1][O:2][C:3]1[CH:18]=[CH:17][C:6]([O:7][C:8]2[C:9]3[CH:16]=[CH:15][CH:14]=[CH:13][C:10]=3[S:11][C:12]=2[I:24])=[CH:5][CH:4]=1. Reported procedure: A solution of 133 mg (0.52 mmol) of 3-(4-methoxyphenoxy)benzo[b]thiophene (Part A) in 3 mL of THF was treated with 0.33 mL of 1.6 M n-BuLi in hexanes (0.54 mmol) at −78° C. for 15 min and then treated with 138 mg (0.54 mmol) of I2 in 3 mL of THF. The reaction was allowed to gradually warm to room temperature and then partitioned between brine and EtOAc/hexanes. The two phases were separated, the organic phase was washed with H2O, dried over Na2SO4, and concentrated in vacuo. The residue was crys...